Dataset: the Open Reaction Database (ORD), a public repository of structured organic reaction records. Task: describe an organic reaction: reactants, conditions, products, and yield The product is NC=1SC2=C(N1)C=CC(=C2)OC=2C=C(C=CC2C)NC(C2=CC(=CC=C2)C2(CC2)C#N)=O (N-{3-[(2-amino-1,3-benzothiazol-6-yl)oxy]-4-methylphenyl}-3-(1-cyanocyclopropyl)benzamide). Reaction SMILES: [NH2:1][C:2]1[CH:29]=[CH:28][C:5]([O:6][C:7]2[CH:8]=[C:9]([NH:14][C:15](=[O:27])[C:16]3[CH:21]=[CH:20][CH:19]=[C:18]([C:22]4([C:25]#[N:26])[CH2:24][CH2:23]4)[CH:17]=3)[CH:10]=[CH:11][C:12]=2[CH3:13])=[CH:4][CH:3]=1.[S-:30][C:31]#[N:32].[K+].BrBr>>[NH2:32][C:31]1[S:30][C:3]2[CH:4]=[C:5]([O:6][C:7]3[CH:8]=[C:9]([NH:14][C:15](=[O:27])[C:16]4[CH:21]=[CH:20][CH:19]=[C:18]([C:22]5([C:25]#[N:26])[CH2:24][CH2:23]5)[CH:17]=4)[CH:10]=[CH:11][C:12]=3[CH3:13])[CH:28]=[CH:29][C:2]=2[N:1]=1 |f:1.2|. Reported procedure: Using N-[3-(4-aminophenoxy)-4-methylphenyl]-3-(1-cyanocyclopropyl)benzamide (1.92 g, 5.0 mmol), potassium thiocyanate (1.94 g, 20.0 mmol) and bromine (1.20 g, 7.50 mmol), and in the same manner as in Example A25(v), the title compound (0.44 g, 20%) was obtained as a pale-yellow powder. 1H-NMR (CDCl3, 300 MHz) δ 1.50 (2H, dd, J=5.1, 7.8 Hz), 1.76 (2H, dd, J=5.1, 7.8 Hz), 2.25 (3H, s), 6.50 (2H, br s), 6.98-7.04 (2H, m), 7.21-7.25 (2H, m), 7.41-7.65 (4H, m), 7.71-7.85 (3H, m). Reactants: NC1=CC=C(OC=2C=C(C=CC2C)NC(C2=CC(=CC=C2)C2(CC2)C#N)=O)C=C1 (N-[3-(4-aminophenoxy)-4-methylphenyl]-3-(1-cyanocyclopropyl)benzamide), [S-]C#N.[K+] (potassium thiocyanate), BrBr (bromine). Yield: 20.0%. Yields the product CCOC(=O)c1ccc(N2CCC(N(C)C(=O)c3ccc(Cl)cc3)C(c3ccc(Cl)c(Cl)c3)C2)nc1. Starting materials: O=C([O-])[O-], CCOC(=O)c1ccc(Cl)nc1, CN(C(=O)c1ccc(Cl)cc1)C1CCNCC1c1ccc(Cl)c(Cl)c1, Cl, [K+], [K+], CN(C)C=O, O. RXN SMILES: [C:39](=[O:40])([O-:41])[O-:42].[Cl:27][c:28]1[cH:29][cH:30][c:31]([C:34](=[O:35])[O:36][CH2:37][CH3:38])[cH:32][n:33]1.[Cl:2][c:3]1[cH:4][cH:5][c:6]([C:7](=[O:8])[N:9]([CH3:10])[CH:11]2[CH:12]([c:17]3[cH:18][c:19]([Cl:24])[c:20]([Cl:23])[cH:21][cH:22]3)[CH2:13][NH:14][CH2:15][CH2:16]2)[cH:25][cH:26]1.[ClH:1].[K+:43].[K+:44].[O:46]=[CH:47][N:48]([CH3:49])[CH3:50].[OH2:45]>>[Cl:2][c:3]1[cH:4][cH:5][c:6]([C:7](=[O:8])[N:9]([CH3:10])[CH:11]2[CH:12]([c:17]3[cH:18][c:19]([Cl:24])[c:20]([Cl:23])[cH:21][cH:22]3)[CH2:13][N:14]([c:28]3[cH:29][cH:30][c:31]([C:34](=[O:35])[O:36][CH2:37][CH3:38])[cH:32][n:33]3)[CH2:15][CH2:16]2)[cH:25][cH:26]1. The reactants are CC(C)(C)OC(=O)NCCCn1c(CCl)nc2cnc3cc(Br)ccc3c21, C1CCOC1, CC(C)(C)[O-], [K+]. The product is CC(C)(C)OC(=O)N1CCCn2c(nc3cnc4cc(Br)ccc4c32)C1. Reaction SMILES: [Br:7][c:8]1[cH:9][cH:10][c:11]2[c:12]3[c:13]([cH:14][n:15][c:16]2[cH:17]1)[n:18][c:19]([CH2:32][Cl:33])[n:20]3[CH2:21][CH2:22][CH2:23][NH:24][C:25]([O:26][C:27]([CH3:28])([CH3:29])[CH3:30])=[O:31].[CH2:34]1[O:35][CH2:36][CH2:37][CH2:38]1.[CH3:1][C:2]([CH3:3])([O-:4])[CH3:5].[K+:6]>>[Br:7][c:8]1[cH:9][cH:10][c:11]2[c:12]3[c:13]([cH:14][n:15][c:16]2[cH:17]1)[n:18][c:19]1[n:20]3[CH2:21][CH2:22][CH2:23][N:24]([C:25]([O:26][C:27]([CH3:28])([CH3:29])[CH3:30])=[O:31])[CH2:32]1. The reactants are CCOC(C)=O, [Cu]I, [F-], O=C1CCC(=O)c2ccc(I)cc2N1, [K+], CN(C)C=O, c1ccc(P(c2ccccc2)(c2ccccc2)[Pd](P(c2ccccc2)(c2ccccc2)c2ccccc2)(P(c2ccccc2)(c2ccccc2)c2ccccc2)P(c2ccccc2)(c2ccccc2)c2ccccc2)cc1. Product: Cc1ccc2c(c1)NC(=O)CCC2=O. RXN SMILES: [CH3:17][CH2:18][O:19][C:20]([CH3:21])=[O:22].[Cu:28][I:29].[F-:15].[I:1][c:2]1[cH:3][c:4]2[c:5]([cH:13][cH:14]1)[C:6](=[O:12])[CH2:7][CH2:8][C:9](=[O:11])[NH:10]2.[K+:16].[O:23]=[CH:24][N:25]([CH3:26])[CH3:27].[cH:30]1[cH:31][cH:32][c:33]([P:34]([Pd:35]([P:36]([c:37]2[cH:38][cH:39][cH:40][cH:41][cH:42]2)([c:43]2[cH:44][cH:45][cH:46][cH:47][cH:48]2)[c:49]2[cH:50][cH:51][cH:52][cH:53][cH:54]2)([P:55]([c:56]2[cH:57][cH:58][cH:59][cH:60][cH:61]2)([c:62]2[cH:63][cH:64][cH:65][cH:66][cH:67]2)[c:68]2[cH:69][cH:70][cH:71][cH:72][cH:73]2)[P:74]([c:75]2[cH:76][cH:77][cH:78][cH:79][cH:80]2)([c:81]2[cH:82][cH:83][cH:84][cH:85][cH:86]2)[c:87]2[cH:88][cH:89][cH:90][cH:91][cH:92]2)([c:93]2[cH:94][cH:95][cH:96][cH:97][cH:98]2)[c:99]2[cH:100][cH:101][cH:102][cH:103][cH:104]2)[cH:105][cH:106]1>>[c:2]1([CH3:17])[cH:3][c:4]2[c:5]([cH:13][cH:14]1)[C:6](=[O:12])[CH2:7][CH2:8][C:9](=[O:11])[NH:10]2. Starting materials: CCOC(=O)CCC(=O)CBr, CC(=O)Oc1cccc(S[Si](C(C)C)(C(C)C)C(C)C)c1, C1CCOC1, CCCC[N+](CCCC)(CCCC)CCCC, [F-]. Yields the product CCOC(=O)CCC(=O)CSc1cccc(OC(C)=O)c1. As a reaction SMILES: [Br:40][CH2:41][C:42]([CH2:43][CH2:44][C:45](=[O:46])[O:47][CH2:48][CH3:49])=[O:50].[C:19]([CH3:20])(=[O:21])[O:22][c:23]1[cH:24][c:25]([S:29][Si:30]([CH:31]([CH3:32])[CH3:33])([CH:34]([CH3:35])[CH3:36])[CH:37]([CH3:38])[CH3:39])[cH:26][cH:27][cH:28]1.[CH2:51]1[O:52][CH2:53][CH2:54][CH2:55]1.[CH3:2][CH2:3][CH2:4][CH2:5][N+:6]([CH2:7][CH2:8][CH2:9][CH3:10])([CH2:11][CH2:12][CH2:13][CH3:14])[CH2:15][CH2:16][CH2:17][CH3:18].[F-:1]>>[C:19]([CH3:20])(=[O:21])[O:22][c:23]1[cH:24][c:25]([S:29][CH2:41][C:42]([CH2:43][CH2:44][C:45](=[O:46])[O:47][CH2:48][CH3:49])=[O:50])[cH:26][cH:27][cH:28]1. Reactants: C(CCCCCCCCCCCCCCC)NC1=CC=C(C(=O)OC)C=C1 (methyl 4-(n-hexadecylamino)benzoate), C1(=CC=C(C=C1)S(=O)(=O)O)C (p-toluenesulfonic acid), OCC(O)CO (glycerol). Run at temperature 180 celsius. Yields the product C(CCCCCCCCCCCCCCC)NC1=CC=C(C(=O)OCC(CO)O)C=C1 (2,3-dihydroxypropyl 4-(n-hexadecylamino)benzoate). Reaction SMILES: [CH2:1]([NH:17][C:18]1[CH:27]=[CH:26][C:21]([C:22]([O:24][CH3:25])=[O:23])=[CH:20][CH:19]=1)[CH2:2][CH2:3][CH2:4][CH2:5][CH2:6][CH2:7][CH2:8][CH2:9][CH2:10][CH2:11][CH2:12][CH2:13][CH2:14][CH2:15][CH3:16].C1(C)C=CC(S(O)(=O)=O)=CC=1.[OH:39][CH2:40][CH:41](CO)[OH:42]>>[CH2:1]([NH:17][C:18]1[CH:19]=[CH:20][C:21]([C:22]([O:24][CH2:25][CH:41]([OH:42])[CH2:40][OH:39])=[O:23])=[CH:26][CH:27]=1)[CH2:2][CH2:3][CH2:4][CH2:5][CH2:6][CH2:7][CH2:8][CH2:9][CH2:10][CH2:11][CH2:12][CH2:13][CH2:14][CH2:15][CH3:16]. Procedure: A mixture of 2.25 g of methyl 4-(n-hexadecylamino)benzoate, 280 mg of glycerol, and 1.37 g of p-toluenesulfonic acid is heated at 180° C. for 18 hours and then is partitioned between ether and 3% aqueous sodium carbonate solution. The ether layer is separated, dried, and evaporated to yield 2,3-dihydroxypropyl 4-(n-hexadecylamino)benzoate.